Dataset: the Open Reaction Database (ORD), a public repository of structured organic reaction records. Task: describe an organic reaction: reactants, conditions, products, and yield Starting materials: C1CCOC1, COC(=O)C1CCC(C(=O)O)CC1, C(=NC1CCCCC1)=NC1CCCCC1, O=C1CCC(=O)N1O. Product: COC(=O)C1CCC(C(=O)ON2C(=O)CCC2=O)CC1. Reaction SMILES: [CH2:37]1[O:38][CH2:39][CH2:40][CH2:41]1.[CH3:9][O:10][C:11](=[O:12])[CH:13]1[CH2:14][CH2:15][CH:16]([C:19](=[O:20])[OH:21])[CH2:17][CH2:18]1.[CH:22]1([N:23]=[C:24]=[N:25][CH:26]2[CH2:27][CH2:28][CH2:29][CH2:30][CH2:31]2)[CH2:32][CH2:33][CH2:34][CH2:35][CH2:36]1.[OH:1][N:2]1[C:3](=[O:8])[CH2:4][CH2:5][C:6]1=[O:7]>>[O:1]([N:2]1[C:3](=[O:8])[CH2:4][CH2:5][C:6]1=[O:7])[C:19]([CH:16]1[CH2:15][CH2:14][CH:13]([C:11]([O:10][CH3:9])=[O:12])[CH2:18][CH2:17]1)=[O:20]. The reactants are C1(=CC=CC=C1)P(C1=CC=CC=C1)C1=CC=CC=C1 (triphenylphosphine), C1(CCCC1)C/C=C(/C(=O)O)\C1=CC=C(C=C1)S(=O)(=O)C ((E)-4-cyclopentyl-2-(4-methanesulfonyl-phenyl)-but-2-enoic acid), C(C)OC(=O)C1=CN=C(S1)N (2-aminothiazole-5-carboxylic acid ethyl ester), BrN1C(CCC1=O)=O (N-bromosuccinimide). Run in C(Cl)Cl (methylene chloride). Run at temperature 0 celsius, time 30 minute. The product is hexanes ethyl acetate, C(C)OC(=O)C1=CN=C(S1)NC(\C(=C\CC1CCCC1)\C1=CC=C(C=C1)S(=O)(=O)C)=O ((E)-2-[4-Cyclopentyl-2-(4-methanesulfonyl-phenyl)-but-2-enoylamino]-thiazole-5-carboxylic acid ethyl ester). Isolated yield 36.0%. As a reaction SMILES: C1(P(C2C=CC=CC=2)C2C=CC=CC=2)C=CC=CC=1.BrN1C(=O)CCC1=O.[CH:28]1([CH2:33]/[CH:34]=[C:35](\[C:39]2[CH:44]=[CH:43][C:42]([S:45]([CH3:48])(=[O:47])=[O:46])=[CH:41][CH:40]=2)/[C:36]([OH:38])=O)[CH2:32][CH2:31][CH2:30][CH2:29]1.[CH2:49]([O:51][C:52]([C:54]1[S:58][C:57]([NH2:59])=[N:56][CH:55]=1)=[O:53])[CH3:50]>C(Cl)Cl>[CH2:49]([O:51][C:52]([C:54]1[S:58][C:57]([NH:59][C:36](=[O:38])/[C:35](/[C:39]2[CH:44]=[CH:43][C:42]([S:45]([CH3:48])(=[O:47])=[O:46])=[CH:41][CH:40]=2)=[CH:34]/[CH2:33][CH:28]2[CH2:29][CH2:30][CH2:31][CH2:32]2)=[N:56][CH:55]=1)=[O:53])[CH3:50]. Procedure: A solution of triphenylphosphine (787 mg, 3 mmol) in methylene chloride (40 mL) was cooled to 0° C. and then treated with N-bromosuccinimide (534 mg, 3 mmol). The reaction mixture was stirred at 0° C. for 30 min and then treated with (E)-4-cyclopentyl-2-(4-methanesulfonyl-phenyl)-but-2-enoic acid (prepared in Example 21, 462 mg, 1.5 mmol). The clear solution was stirred for 10 min at 0° C. and then allowed to warm to 25° C. where it was stirred for 1 h. The reaction mixture was then treated with... Reactants: BrC=1C=C(C(=O)OC)C=CC1\C=C\C(=O)OC (Methyl 3-bromo-4-[(1E)-3-methoxy-3-oxoprop-1-en-1-yl]benzoate), S([O-])(O)=O.[Na+] (sodium bisulfite). Solvent: C(C)O (ethanol), O (water). Run at temperature 165 celsius, time 30 minute. Product: BrC1=C(C=CC(=C1)C(=O)OC)C(CC(=O)OC)S(=O)(=O)O (1-[2-bromo-4-(methoxycarbonyl)phenyl]-3-methoxy-3-oxopropane-1-sulfonic acid). Isolated yield 68.2%. Reaction SMILES: [Br:1][C:2]1[CH:3]=[C:4]([CH:9]=[CH:10][C:11]=1/[CH:12]=[CH:13]/[C:14]([O:16][CH3:17])=[O:15])[C:5]([O:7][CH3:8])=[O:6].[S:18](=[O:21])([OH:20])[O-:19].[Na+]>C(O)C.O>[Br:1][C:2]1[CH:3]=[C:4]([C:5]([O:7][CH3:8])=[O:6])[CH:9]=[CH:10][C:11]=1[CH:12]([S:18]([OH:21])(=[O:20])=[O:19])[CH2:13][C:14]([O:16][CH3:17])=[O:15] |f:1.2|. Procedure: Methyl 3-bromo-4-[(1E)-3-methoxy-3-oxoprop-1-en-1-yl]benzoate (300 mg, 1.00 mmol) dissolved in ethanol (2.0 mL) was added to sodium bisulfite (209 mg, 2.00 mmol) in water (2.0 mL). The reaction mixture was heated in the microwave at 165° C. with stirring for 30 minutes. The colorless solution was purified by preparative LCMS to afford product as a white solid (0.26 g, 68%). 1H NMR (400 MHz, CDCl3): δ 8.19 (d, J=1.5 Hz, 1H), 7.93 (dd, J=8.2, 1.8 Hz, 1H), 7.74 (d, J=8.2 Hz, 1H), 5.18 (dd, J=10.0, ...